Dataset: the Open Reaction Database (ORD), a public repository of structured organic reaction records. Task: describe an organic reaction: reactants, conditions, products, and yield RXN SMILES: [CH2:1]([O:5][C:6]([C:8]1[N:9]=[C:10](Br)[C:11]2[C:16]([C:17]=1[OH:18])=[CH:15][CH:14]=[C:13]([S:19][CH:20]1[CH2:25][CH2:24][CH2:23][CH2:22][CH2:21]1)[CH:12]=2)=[O:7])[CH2:2][CH2:3][CH3:4].[C:27]([Cu])#[N:28].Cl>CN1C(=O)CCC1.C(Cl)Cl>[CH2:1]([O:5][C:6]([C:8]1[N:9]=[C:10]([C:27]#[N:28])[C:11]2[C:16]([C:17]=1[OH:18])=[CH:15][CH:14]=[C:13]([S:19][CH:20]1[CH2:25][CH2:24][CH2:23][CH2:22][CH2:21]1)[CH:12]=2)=[O:7])[CH2:2][CH2:3][CH3:4]. Yields the product C(CCC)OC(=O)C=1N=C(C2=CC(=CC=C2C1O)SC1CCCCC1)C#N (1-Cyano-7-cyclohexylsulfanyl-4-hydroxy-isoquinoline-3-carboxylic acid butyl ester). Run in CN1CCCC1=O (NMP), C(Cl)Cl (CH2Cl2). Reported procedure: A mixture of 1-Bromo-7-cyclohexylsulfanyl-4-hydroxy-isoquinoline-3-carboxylic acid butyl ester (686 mg, 1.57 mmol) and CuCN (279 mg, 3.13 mmol) in 3.6 mL of NMP was heated in a 130-135° C. oil bath for 3 h. Reaction mixture was diluted with CH2Cl2 (120 mL) and stirred at room temperature overnight. Then 100 mL of 0.5 N HCl aqueous solution was added and the resultant mixture was stirred vigorously for 30 min Two phases were separated and organic layer was washed with brine, dried over MgSO4, fil... Reaction conditions: temperature 132.5 celsius, time 8 hour. Starting materials: Cl (HCl), resultant mixture, C(CCC)OC(=O)C=1N=C(C2=CC(=CC=C2C1O)SC1CCCCC1)Br (1-Bromo-7-cyclohexylsulfanyl-4-hydroxy-isoquinoline-3-carboxylic acid butyl ester), C(#N)[Cu] (CuCN). Yield: 77.7%. Reactants: [C@H]12N[C@@H](C[C@@H]2C1)CNC(C(F)(F)F)=O (N-[(1S,3S,5S)-2-aza-bicyclo[3.1.0]hex-3-ylmethyl]-2,2,2-trifluoro-acetamide), ClC=1C=C(C=CC1)C1=C(N=C(S1)C)C(=O)O (5-(3-chloro-phenyl)-2-methyl-thiazole-4-carboxylic acid). The product is ClC=1C=C(C=CC1)C1=C(N=C(S1)C)C(=O)N1[C@H]2C[C@H]2C[C@H]1CNC(C(F)(F)F)=O (N-{(1S,3S,5S)-2-[5-(3-Chloro-phenyl)-2-methyl-thiazole-4-carbonyl]-2-aza-bicyclo[3.1.0]hex-3-ylmethyl}-2,2,2-trifluoro-acetamide). RXN SMILES: [C@H:1]12[CH2:6][C@H:5]1[CH2:4][C@@H:3]([CH2:7][NH:8][C:9](=[O:14])[C:10]([F:13])([F:12])[F:11])[NH:2]2.[Cl:15][C:16]1[CH:17]=[C:18]([C:22]2[S:26][C:25]([CH3:27])=[N:24][C:23]=2[C:28](O)=[O:29])[CH:19]=[CH:20][CH:21]=1>>[Cl:15][C:16]1[CH:17]=[C:18]([C:22]2[S:26][C:25]([CH3:27])=[N:24][C:23]=2[C:28]([N:2]2[C@H:3]([CH2:7][NH:8][C:9](=[O:14])[C:10]([F:12])([F:13])[F:11])[CH2:4][C@H:5]3[C@@H:1]2[CH2:6]3)=[O:29])[CH:19]=[CH:20][CH:21]=1. Reported procedure: prepared by reaction of N-[(1S,3S,5S)-2-aza-bicyclo[3.1.0]hex-3-ylmethyl]-2,2,2-trifluoro-acetamide with 5-(3-chloro-phenyl)-2-methyl-thiazole-4-carboxylic acid. LC-MS (acidic): tR=0.99 min; [M+H]+=444.1. Reactants: CC(C)(C)OC(=O)N(CCO)Cc1ccccc1, C1CCOC1, Oc1ccc(F)cc1, CC(C)OC(=O)N=NC(=O)OC(C)C, c1ccc(P(c2ccccc2)c2ccccc2)cc1. Yields the product CC(C)(C)OC(=O)N(CCOc1ccc(F)cc1)Cc1ccccc1. As a reaction SMILES: [CH2:1]([c:2]1[cH:3][cH:4][cH:5][cH:6][cH:7]1)[N:8]([C:9](=[O:10])[O:11][C:12]([CH3:13])([CH3:14])[CH3:15])[CH2:16][CH2:17][OH:18].[CH2:60]1[O:61][CH2:62][CH2:63][CH2:64]1.[F:19][c:20]1[cH:21][cH:22][c:23]([OH:26])[cH:24][cH:25]1.[O:46]=[C:47]([O:48][CH:49]([CH3:50])[CH3:51])[N:52]=[N:53][C:54]([O:55][CH:56]([CH3:57])[CH3:58])=[O:59].[c:27]1([P:28]([c:29]2[cH:30][cH:31][cH:32][cH:33][cH:34]2)[c:35]2[cH:36][cH:37][cH:38][cH:39][cH:40]2)[cH:41][cH:42][cH:43][cH:44][cH:45]1>>[CH2:1]([c:2]1[cH:3][cH:4][cH:5][cH:6][cH:7]1)[N:8]([C:9](=[O:10])[O:11][C:12]([CH3:13])([CH3:14])[CH3:15])[CH2:16][CH2:17][O:18][c:23]1[cH:22][cH:21][c:20]([F:19])[cH:25][cH:24]1. Reaction SMILES: [F:1][C:2]1[CH:7]=[CH:6][C:5]([C:8]2[CH:13]=[C:12]([CH3:14])[N:11]=[CH:10][C:9]=2[N:15]([CH3:29])[C:16](=[O:28])[C:17]2[CH:22]=[C:21]([C:23]([F:26])([F:25])[F:24])[CH:20]=[C:19]([SH:27])[CH:18]=2)=[C:4]([O:30][CH3:31])[CH:3]=1.I[CH:33]1[CH2:36][O:35][CH2:34]1.CCN(C(C)C)C(C)C.[NH4+].[Cl-]>C(#N)C.CCOC(C)=O>[F:1][C:2]1[CH:7]=[CH:6][C:5]([C:8]2[CH:13]=[C:12]([CH3:14])[N:11]=[CH:10][C:9]=2[N:15]([CH3:29])[C:16](=[O:28])[C:17]2[CH:22]=[C:21]([C:23]([F:26])([F:25])[F:24])[CH:20]=[C:19]([S:27][CH:33]3[CH2:36][O:35][CH2:34]3)[CH:18]=2)=[C:4]([O:30][CH3:31])[CH:3]=1 |f:3.4|. The solvent is CCOC(=O)C (EtOAc), C(C)#N (acetonitrile). The product is FC1=CC(=C(C=C1)C1=C(C=NC(=C1)C)N(C(C1=CC(=CC(=C1)C(F)(F)F)SC1COC1)=O)C)OC (N-[4-(4-Fluoro-2-methoxy-phenyl)-6-methyl-pyridin-3-yl]-N-methyl-3-(oxetan-3-ylsulfanyl)-5-trifluoromethyl-benzamide). The reactants are [NH4+].[Cl-] (NH4Cl), FC1=CC(=C(C=C1)C1=C(C=NC(=C1)C)N(C(C1=CC(=CC(=C1)C(F)(F)F)S)=O)C)OC (N-(4-(4-fluoro-2-methoxyphenyl)-6-methylpyridin-3-yl)-3-mercapto-N-methyl-5-(trifluoromethyl)benzamide), IC1COC1 (3-iodooxetane), CCN(C(C)C)C(C)C (DIPEA). Procedure details: To a solution of N-(4-(4-fluoro-2-methoxyphenyl)-6-methylpyridin-3-yl)-3-mercapto-N-methyl-5-(trifluoromethyl)benzamide (0.093 g, 206 μmol) in acetonitrile (2 mL) were added 3-iodooxetane (57.0 mg, 310 μmol) and DIPEA (66.7 mg, 90.1 μL, 516 μmol) and the clear, light yellow solution was heated under reflux for 2.5 hours. The reaction mixture was poured on saturated aqueous NH4Cl solution and EtOAc and the layers were separated. The aqueous layer was extracted twice with EtOAc. The organic layers... Reaction SMILES: [CH:39]([NH:40][CH:41]([CH3:42])[CH3:43])([CH3:44])[CH3:45].[Cl:1][C:2](=[O:3])[O:4][c:5]1[cH:6][cH:7][c:8]([O:11][c:12]2[n:13][cH:14][c:15]([C:18]([F:19])([F:20])[F:21])[cH:16][cH:17]2)[cH:9][cH:10]1.[ClH:38].[NH:22]1[CH2:23][CH2:24][CH:25]([CH2:28][N:29]2[CH2:30][c:31]3[cH:32][cH:33][cH:34][cH:35][c:36]3[CH2:37]2)[CH2:26][CH2:27]1>>[C:2](=[O:3])([O:4][c:5]1[cH:6][cH:7][c:8]([O:11][c:12]2[n:13][cH:14][c:15]([C:18]([F:19])([F:20])[F:21])[cH:16][cH:17]2)[cH:9][cH:10]1)[N:22]1[CH2:23][CH2:24][CH:25]([CH2:28][N:29]2[CH2:30][c:31]3[cH:32][cH:33][cH:34][cH:35][c:36]3[CH2:37]2)[CH2:26][CH2:27]1. The product is O=C(Oc1ccc(Oc2ccc(C(F)(F)F)cn2)cc1)N1CCC(CN2Cc3ccccc3C2)CC1. Reactants: CC(C)NC(C)C, O=C(Cl)Oc1ccc(Oc2ccc(C(F)(F)F)cn2)cc1, Cl, c1ccc2c(c1)CN(CC1CCNCC1)C2. Reactants: BrCCCCOC1=CC=C2CCC(NC2=C1)=O (7-(4-bromobutoxy)-3,4-dihydrocarbostyril), ClC1=C(C=CC=C1Cl)N1CCNCC1 (1-(2,3-dichlorophenyl)piperazine). The product is C=1C=C(C(=C(C1)Cl)Cl)N2CCN(CC2)CCCCOC=3C=CC4=C(C3)NC(=O)CC4 (aripiprazole). As a reaction SMILES: Br[CH2:2][CH2:3][CH2:4][CH2:5][O:6][C:7]1[CH:16]=[C:15]2[C:10]([CH2:11][CH2:12][C:13](=[O:17])[NH:14]2)=[CH:9][CH:8]=1.[Cl:18][C:19]1[C:24]([Cl:25])=[CH:23][CH:22]=[CH:21][C:20]=1[N:26]1[CH2:31][CH2:30][NH:29][CH2:28][CH2:27]1>>[CH:22]1[CH:21]=[C:20]([N:26]2[CH2:31][CH2:30][N:29]([CH2:2][CH2:3][CH2:4][CH2:5][O:6][C:7]3[CH:8]=[CH:9][C:10]4[CH2:11][CH2:12][C:13](=[O:17])[NH:14][C:15]=4[CH:16]=3)[CH2:28][CH2:27]2)[C:19]([Cl:18])=[C:24]([Cl:25])[CH:23]=1. Procedure details: 7-(4-bromobutoxy)-3,4-dihydrocarbostyril, is reacted with 1-(2,3-dichlorophenyl)piperazine and the thus obtained crude aripiprazole crystals are recrystallized from ethanol. Starting materials: [OH-].[Na+] (sodium hydroxide), O([C@H]1[C@H](O)[C@@H](O)[C@@H](O1)[C@H](O)C(=O)OCCCCCCCCCC)CCCCCCCCCC (n-decyl n-decyl β-D-galactofuranoside uronate), C(C)OCC (ethyl ether). Solvent: C1CCOC1 (THF). Conditions: time 3 hour. Product: O([C@H]1[C@H](O)[C@@H](O)[C@@H](O1)[C@H](O)C(=O)O)CCCCCCCCCC (n-decyl β-D-galactofuranoside uronic acid). Isolated yield 82.1%. As a reaction SMILES: [OH-].[Na+].[O:3]([CH2:26][CH2:27][CH2:28][CH2:29][CH2:30][CH2:31][CH2:32][CH2:33][CH2:34][CH3:35])[C@@H:4]1[O:10][C@@H:9]([C@@H:11]([C:13]([O:15]CCCCCCCCCC)=[O:14])[OH:12])[C@H:7]([OH:8])[C@H:5]1[OH:6].C(OCC)C>C1COCC1>[O:3]([CH2:26][CH2:27][CH2:28][CH2:29][CH2:30][CH2:31][CH2:32][CH2:33][CH2:34][CH3:35])[C@@H:4]1[O:10][C@@H:9]([C@@H:11]([C:13]([OH:15])=[O:14])[OH:12])[C@H:7]([OH:8])[C@H:5]1[OH:6] |f:0.1|. Procedure details: 20 ml of 2.5N sodium hydroxide are added to 240 mg (0.51 mmol) of n-decyl n-decyl β-D-galactofuranoside uronate solubilized in 5 ml of THF and the mixture is allowed to stand at room temperature for 3 hours. 30 ml of ethyl ether are added and then after decanting, the aqueous phase is washed with 30 ml of ethyl ether. The aqueous phase is acidified with 50% HCl at 0° C. to pH=2 and then extracted three times with 30 ml of ethyl acetate. The organic phases are pooled, washed with 30 ml of water, ... Starting materials: C(C)(C)(C)NC(=O)C1=CN(C2=NC=C(N=C21)C2=NNC1=CC=C(C=C21)OC(F)F)COCC[Si](C)(C)C (N-tert-Butyl-2-(5-(difluoromethoxy)-1H-indazol-3-yl)-5-((2-(trimethylsilyl)ethoxy)methyl)-5H-pyrrolo[2,3-b]pyrazine-7-carboxamide), C(C1=CC=CC=C1)N1CC(OCC1)CCl (4-benzyl-2-(chloromethyl)morpholine), C([O-])([O-])=O.[Cs+].[Cs+] (cesium carbonate). The solvent is CN(C=O)C (dimethylformamide). Product: C(C1=CC=CC=C1)N1CC(OCC1)CN1N=C(C2=CC(=CC=C12)OC(F)F)C=1N=C2C(=NC1)N(C=C2C(=O)NC(C)(C)C)COCC[Si](C)(C)C (2-(1-((4-benzylmorpholin-2-yl)methyl)-5-(difluoromethoxy)-1H-indazol-3-yl)-N-tert-butyl-5-((2-(trimethylsilyl)ethoxy)methyl)-5H-pyrrolo[2,3-b]pyrazine-7-carboxamide). The yield is 49.5%. Reaction SMILES: [C:1]([NH:5][C:6]([C:8]1[C:16]2[C:11](=[N:12][CH:13]=[C:14]([C:17]3[C:25]4[C:20](=[CH:21][CH:22]=[C:23]([O:26][CH:27]([F:29])[F:28])[CH:24]=4)[NH:19][N:18]=3)[N:15]=2)[N:10]([CH2:30][O:31][CH2:32][CH2:33][Si:34]([CH3:37])([CH3:36])[CH3:35])[CH:9]=1)=[O:7])([CH3:4])([CH3:3])[CH3:2].[CH2:38]([N:45]1[CH2:50][CH2:49][O:48][CH:47]([CH2:51]Cl)[CH2:46]1)[C:39]1[CH:44]=[CH:43][CH:42]=[CH:41][CH:40]=1.C(=O)([O-])[O-].[Cs+].[Cs+]>CN(C)C=O>[CH2:38]([N:45]1[CH2:50][CH2:49][O:48][CH:47]([CH2:51][N:19]2[C:20]3[C:25](=[CH:24][C:23]([O:26][CH:27]([F:28])[F:29])=[CH:22][CH:21]=3)[C:17]([C:14]3[N:15]=[C:16]4[C:8]([C:6]([NH:5][C:1]([CH3:4])([CH3:3])[CH3:2])=[O:7])=[CH:9][N:10]([CH2:30][O:31][CH2:32][CH2:33][Si:34]([CH3:37])([CH3:36])[CH3:35])[C:11]4=[N:12][CH:13]=3)=[N:18]2)[CH2:46]1)[C:39]1[CH:40]=[CH:41][CH:42]=[CH:43][CH:44]=1 |f:2.3.4|. Procedure: N-tert-Butyl-2-(5-(difluoromethoxy)-1H-indazol-3-yl)-5-((2-(trimethylsilyl)ethoxy)methyl)-5H-pyrrolo[2,3-b]pyrazine-7-carboxamide (100 mg, 188 μmol), 4-benzyl-2-(chloromethyl)morpholine (51.0 mg, 226 μmol) and cesium carbonate (184 mg, 565 mmol) in dimethylformamide (1.4 mL) were heated in a microwave at 100° C. for 45 min. The mixture was cooled, partitioned between ethyl acetate and water, and the organic phases combined and washed with water 3 times. The organic phase was dried and concentrat...